From a dataset of the Open Reaction Database (ORD), a public repository of structured organic reaction records. describe an organic reaction: reactants, conditions, products, and yield Starting materials: CC1=C(CC2=C(C(=O)O)C=C(C(=C2)C(=O)O)CC2=C(C=CC(=C2)C)C)C=C(C=C1)C (2,5-bis(2,5-dimethylbenzyl)terephthalic acid). The solvent is FC(S(=O)(=O)O)(F)F (trifluoromethanesulfonic acid). Run at time 10 minute. Yields the product CC1=CC=C(C=2C(C3=CC=4CC5=C(C=CC(=C5C(C4C=C3CC12)=O)C)C)=O)C (7,14-dihydro-1,4,8,11-tetramethylpentacene-5,12-dione). As a reaction SMILES: [CH3:1][C:2]1[CH:29]=[CH:28][C:27]([CH3:30])=[CH:26][C:3]=1[CH2:4][C:5]1[CH:13]=[C:12]([C:14](O)=[O:15])[C:11]([CH2:17][C:18]2[CH:23]=[C:22]([CH3:24])[CH:21]=[CH:20][C:19]=2[CH3:25])=[CH:10][C:6]=1[C:7](O)=[O:8]>FC(F)(F)S(O)(=O)=O>[CH3:1][C:2]1[C:3]2[CH2:4][C:5]3[C:6](=[CH:10][C:11]4[CH2:17][C:18]5[C:23]([C:14](=[O:15])[C:12]=4[CH:13]=3)=[C:22]([CH3:24])[CH:21]=[CH:20][C:19]=5[CH3:25])[C:7](=[O:8])[C:26]=2[C:27]([CH3:30])=[CH:28][CH:29]=1. Reported procedure: To 200 mL of trifluoromethanesulfonic acid cooled to 18° C. was added slowly 53 grams of 2,5-bis(2,5-dimethylbenzyl)terephthalic acid in small portions as a solid at a rate such that the temperature remained below 25° C. The mixture was allowed to stir for 10 minutes and the cooling bath was removed. The mixture was stirred overnight at room temperature. The mixture was poured over 600 grams of ice and the resulting solid was collected by filtration. The solid was washed with 1 L of water follow... Starting materials: ClC1=NC(=C2N(C=NC2=N1)C)N1[C@H](COCC1)CC ((S)-4-(2-chloro-7-methyl-7H-purin-6-yl)-3-ethylmorpholine), C(C)O.CN(C)C=O (ethanol DMF), Cl.C(C)[C@@H]1NCCOC1 ((S)-3-ethylmorpholine HCl salt), C(C)(C)N(CC)C(C)C (Diisopropylethylamine), Cl.C(C)[C@@H]1NCCOC1 ((S)-3-ethylmorpholine HCl). Run at time 20 hour. Yields the product C(C)NC(=O)NC1=CC=C(C=C1)C1=NC(=C2N(C=NC2=N1)C)N1[C@H](COCC1)CC ((S)-1-ethyl-3-(4-(6-(3-ethylmorpholino)-7-methyl-7H-purin-2-yl)phenyl)urea). The yield is 87.0%. As a reaction SMILES: Cl[C:2]1[N:10]=[C:9]2[C:5]([N:6]([CH3:11])[CH:7]=[N:8]2)=[C:4]([N:12]2[CH2:17][CH2:16][O:15][CH2:14][C@@H:13]2[CH2:18][CH3:19])[N:3]=1.Cl.[CH2:21]([C@H:23]1[CH2:28]OC[CH2:25][NH:24]1)[CH3:22].C([N:32]([CH:35]([CH3:37])C)CC)(C)C.[CH2:38](O)[CH3:39].CN(C=[O:45])C>>[CH2:35]([NH:32][C:25]([NH:24][C:23]1[CH:28]=[CH:39][C:38]([C:2]2[N:10]=[C:9]3[C:5]([N:6]([CH3:11])[CH:7]=[N:8]3)=[C:4]([N:12]3[CH2:17][CH2:16][O:15][CH2:14][C@@H:13]3[CH2:18][CH3:19])[N:3]=2)=[CH:22][CH:21]=1)=[O:45])[CH3:37] |f:1.2,4.5|. Reported procedure: Preparation of (S)-4-(2-chloro-7-methyl-7H-purin-6-yl)-3-ethylmorpholine (e-1) was prepared as described in Example 2 with the modification that (S)-3-ethylmorpholine HCl salt was used in place of morpholine and the 3.5/1 mixture of ethanol/DMF required gentle heating was necessary to effect dissolution of (a-2). Once solubilized, the reaction mixture remained homogeneous upon cooling to room temperature. Diisopropylethylamine and (S)-3-ethylmorpholine HCl were added at room temperature and the ... Reactants: NC1=NN2C(=NC=C(C2=N1)OC)OC (2-Amino-5,8-dimethoxy[1,2,4]triazolo[1,5-c]pyrimidine), Cl (HCl), COC1=NC=CC(=C1S(=O)(=O)Cl)C(F)(F)F (2-methoxy-4-(trifluoromethyl)pyridine-3-sulfonyl chloride), N1=CC(=CC(=C1)C)C (3,5-lutidine). The reagents and catalysts are CS(=O)C (DMSO). Solvent: C(C)#N (acetonitrile). Run at temperature 40 celsius, time 17 hour. Product: COC1=NC=C(C=2N1N=C(N2)NS(=O)(=O)C=2C(=NC=CC2C(F)(F)F)OC)OC (N-(5,8-Dimethoxy[1,2,4]triazolo[1,5-c]pyrimidin-2-yl)-2-methoxy-4-(trifluoromethyl)pyridine-3-sulfonamide). The yield is 87.5%. Reaction SMILES: [NH2:1][C:2]1[N:10]=[C:9]2[N:4]([C:5]([O:13][CH3:14])=[N:6][CH:7]=[C:8]2[O:11][CH3:12])[N:3]=1.[CH3:15][O:16][C:17]1[C:22]([S:23](Cl)(=[O:25])=[O:24])=[C:21]([C:27]([F:30])([F:29])[F:28])[CH:20]=[CH:19][N:18]=1.N1C=C(C)C=C(C)C=1.Cl>C(#N)C.CS(C)=O>[CH3:14][O:13][C:5]1[N:4]2[N:3]=[C:2]([NH:1][S:23]([C:22]3[C:17]([O:16][CH3:15])=[N:18][CH:19]=[CH:20][C:21]=3[C:27]([F:30])([F:28])[F:29])(=[O:24])=[O:25])[N:10]=[C:9]2[C:8]([O:11][CH3:12])=[CH:7][N:6]=1. Procedure: 2-Amino-5,8-dimethoxy[1,2,4]triazolo[1,5-c]pyrimidine (19.5 g, 0.10 mol) and 2-methoxy-4-(trifluoromethyl)pyridine-3-sulfonyl chloride (27.5 g, 0.10 mol) were combined in acetonitrile (35 mL). To this was added 3,5-lutidine (32 g, 0.30 mol), followed by DMSO (0.23 g, 0.0030 mol). A slight exotherm was noted (to about 30° C.) in the initial hours as the reaction slurry was stirred at ambient conditions for 17 hours. The mixture was then warmed to 40° C. and treated with 2 N HCl (140 mL). The new ... The reactants are ClC=1C=C(C(=O)OC)C=C(N1)Cl (Methyl 2,6-dichloroisonicotinate), CNS(=O)(=O)C (methyl(methylsulfonyl)amine), intermediate 3.3.1, ClC=1C=C(C(=O)O)C=C(N1)N(S(=O)(=O)C)C (2-chloro-6-[methyl(methylsulfonyl)amino]isonicotinic acid). Yields the product CN(C=1C=C(C(=O)O)C=C(N1)N(S(=O)(=O)C)C)CC1C(C1)C (2-{methyl[(2-methylcyclopropyl)methyl]amino}-6-[methyl(methylsulfonyl)amino]isonicotinic acid). As a reaction SMILES: Cl[C:2]1[CH:3]=[C:4]([CH:9]=[C:10](Cl)[N:11]=1)[C:5](OC)=O.CNS(C)(=O)=O.Cl[C:20]1[CH:21]=[C:22]([CH:26]=[C:27]([N:29]([CH3:34])[S:30]([CH3:33])(=[O:32])=[O:31])[N:28]=1)[C:23]([OH:25])=[O:24]>>[CH3:10][N:11]([CH2:2][CH:3]1[CH2:5][CH:4]1[CH3:9])[C:20]1[CH:21]=[C:22]([CH:26]=[C:27]([N:29]([CH3:34])[S:30]([CH3:33])(=[O:32])=[O:31])[N:28]=1)[C:23]([OH:25])=[O:24]. Reported procedure: Prepared from Methyl 2,6-dichloroisonicotinate, methyl(methylsulfonyl)amine and intermediate 3.3.1 following a similar procedure as described for the preparation of intermediate 4.2c.1. 1H NMR (400 MHz, CD3OD) δ 7.02 (s, 1H), 6.96 (s, 1H), 3.55 (A of ABX, dd, J=14.4, 6.0 Hz, 1H), 3.29 (B of ABX, dd, J=14.4, 7.2 Hz, 1H), 3.35 (s, 3H), 3.15 (s, 3H), 3.12 (s, 3H), 1.03 (d, J=6.0 Hz, 3H), 0.82-0.66 (m, 2H), 0.48-0.41 (m, 1H), 0.28-0.22 (m, 1H). The reactants are O=C1NCC(C12CCN(CC2)C(=O)OCC2=CC=CC=C2)C2=CC=CC=C2 (benzyl 1-oxo-4-phenyl-2,8-diazaspiro[4.5]decane-8-carboxylate), C[Si](C)(C)[N-][Si](C)(C)C.[Li+] (lithium bis(trimethylsilyl)amide), O1CCCC1 (tetrahydrofuran), BrCC=1C=C(C(=O)OC)C=CC1 (methyl 3-(bromomethyl)benzoate). The solvent is CN(C=O)C (N,N-dimethylformamide), C(C)(=O)OCC (ethyl acetate). Yields the product COC(=O)C=1C=C(CN2C(C3(C(C2)C2=CC=CC=C2)CCN(CC3)C(=O)OCC3=CC=CC=C3)=O)C=CC1 (benzyl 2-(3-(methoxycarbonyl)benzyl)-1-oxo-4-phenyl-2,8-diazaspiro[4.5]decane-8-carboxylate). Isolated yield 86.3%. As a reaction SMILES: [O:1]=[C:2]1[C:6]2([CH2:11][CH2:10][N:9]([C:12]([O:14][CH2:15][C:16]3[CH:21]=[CH:20][CH:19]=[CH:18][CH:17]=3)=[O:13])[CH2:8][CH2:7]2)[CH:5]([C:22]2[CH:27]=[CH:26][CH:25]=[CH:24][CH:23]=2)[CH2:4][NH:3]1.C[Si]([N-][Si](C)(C)C)(C)C.[Li+].O1CCCC1.Br[CH2:44][C:45]1[CH:46]=[C:47]([CH:52]=[CH:53][CH:54]=1)[C:48]([O:50][CH3:51])=[O:49]>CN(C)C=O.C(OCC)(=O)C>[CH3:51][O:50][C:48]([C:47]1[CH:46]=[C:45]([CH:54]=[CH:53][CH:52]=1)[CH2:44][N:3]1[CH2:4][CH:5]([C:22]2[CH:27]=[CH:26][CH:25]=[CH:24][CH:23]=2)[C:6]2([CH2:11][CH2:10][N:9]([C:12]([O:14][CH2:15][C:16]3[CH:17]=[CH:18][CH:19]=[CH:20][CH:21]=3)=[O:13])[CH2:8][CH2:7]2)[C:2]1=[O:1])=[O:49] |f:1.2|. Procedure details: A mixture of benzyl 1-oxo-4-phenyl-2,8-diazaspiro[4.5]decane-8-carboxylate (1 g, 3.03 mmol, 1 equiv), lithium bis(trimethylsilyl)amide, 1M in tetrahydrofuran (3.33 ml, 3.33 mmol, 1.1 equiv), and methyl 3-(bromomethyl)benzoate (694.08 g, 3.03 mmol, 1 equiv) in N,N-dimethylformamide was stirred for 16 h at ambient temperature. Reaction was diluted with ethyl acetate and the organic layer was washed with water and brine. The combined organic layers were dried over MgSO4 and concentrated in vacuo. T... Run in CN(C)C=O (DMF), C(C)(C)N(CC)C(C)C (diisopropylethylamine). Run at time 24 hour. RXN SMILES: [Br:1][C:2]1[C:6]2[N:7]=[C:8]([C:17]3[C:22]([F:23])=[CH:21][CH:20]=[CH:19][C:18]=3[F:24])[C:9]3[CH:10]=[C:11]([CH:15]=[O:16])[CH:12]=[CH:13][C:14]=3[C:5]=2[NH:4][N:3]=1.O.[CH3:26][Si:27]([CH3:34])([CH3:33])[CH2:28][CH2:29][O:30][CH2:31]Cl>CN(C=O)C.C(N(C(C)C)CC)(C)C>[Br:1][C:2]1[C:6]2[N:7]=[C:8]([C:17]3[C:22]([F:23])=[CH:21][CH:20]=[CH:19][C:18]=3[F:24])[C:9]3[CH:10]=[C:11]([CH:15]=[O:16])[CH:12]=[CH:13][C:14]=3[C:5]=2[N:4]([CH2:31][O:30][CH2:29][CH2:28][Si:27]([CH3:34])([CH3:33])[CH3:26])[N:3]=1. Reported procedure: A 150 ml round-bottomed flask equipped with a magnetic stirrer and with a septum having a top-mounted argon intake is charged with 780 mg of 3-bromo-5-(2,6-difluorophenyl)-1H-pyrazolo[4,3-c]isoquinoline-7-carbaldehyde in 20 ml of DMF, 2.5 ml of diisopropylethylamine and 0.75 ml of 2-(trimethylsilyl)ethoxymethyl chloride. The mixture is stirred at RT for 24 h and then poured into water, extracted with AcOEt, washed with saturated NaCl solution, dried over MgSO4, filtered and concentrated under RP... Reactants: BrC1=NNC2=C1N=C(C=1C=C(C=CC21)C=O)C2=C(C=CC=C2F)F (3-bromo-5-(2,6-difluorophenyl)-1H-pyrazolo[4,3-c]isoquinoline-7-carbaldehyde), C[Si](CCOCCl)(C)C (2-(trimethylsilyl)ethoxymethyl chloride), O (water). The product is BrC1=NN(C2=C1N=C(C=1C=C(C=CC21)C=O)C2=C(C=CC=C2F)F)COCC[Si](C)(C)C (3-bromo-5-(2,6-difluorophenyl)-1-(2-trimethylsilanylethoxymethyl)-1H-pyrazolo[4,3-c]isoquinoline-7-carbaldehyde). The reactants are Cl.C(#N)CNC(=O)[C@H]1NC[C@@H](C1)S(=O)(=O)C1=C(C=CC=C1)C(F)(F)F ((2S,4R)-4-(2-trifluoromethyl-benzenesulfonyl)-pyrrolidine-2-carboxylic acid cyanomethyl-amide hydrochloride), C(C1=CC=NC=C1)(=O)O (isonicotinic acid), A1. The product is C(#N)CNC(=O)[C@H]1N(C[C@@H](C1)S(=O)(=O)C1=C(C=CC=C1)C(F)(F)F)C(=O)C1=CC=NC=C1 ((2S,4R)-1-(pyridine-4-carbonyl)-4-(2-trifluoromethyl-benzenesulfonyl)-pyrrolidine-2-carboxylic acid cyanomethyl-amide). As a reaction SMILES: Cl.[C:2]([CH2:4][NH:5][C:6]([C@@H:8]1[CH2:12][C@@H:11]([S:13]([C:16]2[CH:21]=[CH:20][CH:19]=[CH:18][C:17]=2[C:22]([F:25])([F:24])[F:23])(=[O:15])=[O:14])[CH2:10][NH:9]1)=[O:7])#[N:3].[C:26](O)(=[O:33])[C:27]1[CH:32]=[CH:31][N:30]=[CH:29][CH:28]=1>>[C:2]([CH2:4][NH:5][C:6]([C@@H:8]1[CH2:12][C@@H:11]([S:13]([C:16]2[CH:21]=[CH:20][CH:19]=[CH:18][C:17]=2[C:22]([F:25])([F:23])[F:24])(=[O:15])=[O:14])[CH2:10][N:9]1[C:26]([C:27]1[CH:32]=[CH:31][N:30]=[CH:29][CH:28]=1)=[O:33])=[O:7])#[N:3] |f:0.1|. Procedure details: (2S,4R)-4-(2-trifluoromethyl-benzenesulfonyl)-pyrrolidine-2-carboxylic acid cyanomethyl-amide hydrochloride from experiment K2 was coupled with isonicotinic acid in analogy to experiment A1 to give (2S,4R)-1-(pyridine-4-carbonyl)-4-(2-trifluoromethyl-benzenesulfonyl)-pyrrolidine-2-carboxylic acid cyanomethyl-amide as a colorless oil. MS: 467.2 [M+H]+.